From a dataset of the Open Reaction Database (ORD), a public repository of structured organic reaction records. describe an organic reaction: reactants, conditions, products, and yield The reactants are CCN(C(C)C)C(C)C (iPr2NEt), C1(=CC=CC=C1)P(C1=CC=CC=2C(C3=CC=CC(=C3OC12)P(C1=CC=CC=C1)C1=CC=CC=C1)(C)C)C1=CC=CC=C1 (4,5-bis(diphenylphosphino)-9,9-dimethylxanthene), BrC=1C=C2C=CC=3N(C2=CC1)N=CN3 (7-Bromo-[1,2,4]triazolo[1,5-a]quinoline), C(C)C(COC(CCS)=O)CCCC (3-mercaptopropionic acid 2-ethylhexyl ester). The reagents and catalysts are C=1C=CC(=CC1)/C=C/C(=O)/C=C/C2=CC=CC=C2.C=1C=CC(=CC1)/C=C/C(=O)/C=C/C2=CC=CC=C2.C=1C=CC(=CC1)/C=C/C(=O)/C=C/C2=CC=CC=C2.[Pd].[Pd] (Pd2dba3). The solvent is O1CCOCC1 (1,4-dioxane). Run at temperature 110 celsius. Yields the product C(C)C(COC(CCSC=1C=C2C=CC=3N(C2=CC1)N=CN3)=O)CCCC (3-([1,2,4]Triazolo[1,5-a]quinolin-7-ylsulfanyl)-propionic acid 2-ethyl-hexyl ester). Reaction SMILES: Br[C:2]1[CH:3]=[C:4]2[C:9](=[CH:10][CH:11]=1)[N:8]1[N:12]=[CH:13][N:14]=[C:7]1[CH:6]=[CH:5]2.[CH2:15]([CH:17]([CH2:25][CH2:26][CH2:27][CH3:28])[CH2:18][O:19][C:20](=[O:24])[CH2:21][CH2:22][SH:23])[CH3:16].CCN(C(C)C)C(C)C.C1(P(C2C=CC=CC=2)C2C3OC4C(=CC=CC=4P(C4C=CC=CC=4)C4C=CC=CC=4)C(C)(C)C=3C=CC=2)C=CC=CC=1>O1CCOCC1.C1C=CC(/C=C/C(/C=C/C2C=CC=CC=2)=O)=CC=1.C1C=CC(/C=C/C(/C=C/C2C=CC=CC=2)=O)=CC=1.C1C=CC(/C=C/C(/C=C/C2C=CC=CC=2)=O)=CC=1.[Pd].[Pd]>[CH2:15]([CH:17]([CH2:25][CH2:26][CH2:27][CH3:28])[CH2:18][O:19][C:20](=[O:24])[CH2:21][CH2:22][S:23][C:2]1[CH:3]=[C:4]2[C:9](=[CH:10][CH:11]=1)[N:8]1[N:12]=[CH:13][N:14]=[C:7]1[CH:6]=[CH:5]2)[CH3:16] |f:5.6.7.8.9|. Reported procedure: 8b (120 mg, 0.48 mmol) and 3-mercaptopropionic acid 2-ethylhexyl ester (110 mg, 0.55 mmol) were dissolved in 1,4-dioxane (5 mL) and degassed for 10 minutes with N2. iPr2NEt (0.16 mL, 0.89 mmol) was added, followed by Pd2dba3 (10 mg, 0.01 mmol) and 4,5-bis(diphenylphosphino)-9,9-dimethylxanthene (12 mg, 0.02 mmol), and the mixture was degassed with N2 for an additional 10 minutes. The reaction was sealed and heated at 110° C. for 4 hours. The reaction was cooled to room temperature and purified b... Starting materials: C(C)(C)(C)N1C=C(C(C2=CC(=C(N=C12)N1CCCC1)Cl)=O)C(=O)OCC (ethyl 1-tert-butyl-6-chloro-4-oxo-7-pyrrolidin-1-yl-1,4-dihydro-1,8-naphthyridine-3-carboxylate), Cl.O1CCOCC1 (HCl 1,4-dioxane). The solvent is O (water). The product is ClC=1C=C2C(C(=CNC2=NC1N1CCCC1)C(=O)O)=O (6-chloro-4-oxo-7-pyrrolidin-1-yl-1,4-dihydro-1,8-naphthyridine-3-carboxylic acid). RXN SMILES: C([N:5]1[C:14]2[C:9](=[CH:10][C:11]([Cl:20])=[C:12]([N:15]3[CH2:19][CH2:18][CH2:17][CH2:16]3)[N:13]=2)[C:8](=[O:21])[C:7]([C:22]([O:24]CC)=[O:23])=[CH:6]1)(C)(C)C.Cl.O1CCOCC1>O>[Cl:20][C:11]1[CH:10]=[C:9]2[C:14](=[N:13][C:12]=1[N:15]1[CH2:19][CH2:18][CH2:17][CH2:16]1)[NH:5][CH:6]=[C:7]([C:22]([OH:24])=[O:23])[C:8]2=[O:21] |f:1.2|. Reported procedure: A solution of EXAMPLE 80A (160 mg) in 1:1 9M HCl/1,4-dioxane (15 mL) was heated in a sealed tube at 115° C. for 15 minutes and at 95° C. for 24 hours then cooled, diluted with water (20 mL), and filtered. NMR (300 MHz, DMSO-d6) δ 15.25 (s, 1H), 13.11 (br s, 1H), 8.47 (s, 1H), 8.18 (s, 1H), 3.84-3.80 (m, 4H), 1.96-1.91 (m, 4H). Reactants: C(C)(C)(C)OC(C1=C(C=C(C=C1)NC(=O)[C@@H]1N[C@H]([C@]([C@H]1C1=C(C(=CC=C1)Cl)F)(C#N)C1=C(C=C(C=C1)Cl)F)CC(C)(C)C)F)=O (rac 4-{[(2R,3S,4R,5S)-3-(3-Chloro-2-fluoro-phenyl)-4-(4-chloro-2-fluoro-phenyl)-4-cyano-5-(2,2-dimethyl-propyl)-pyrrolidine-2-carbonyl]-amino}-2-fluoro-benzoic acid tert-butyl ester). Solvent: C(=O)(C(F)(F)F)O.C(Cl)Cl (TFA methylene chloride). The product is ClC=1C(=C(C=CC1)[C@H]1[C@@H](N[C@H]([C@]1(C#N)C1=C(C=C(C=C1)Cl)F)CC(C)(C)C)C(=O)NC1=CC(=C(C(=O)O)C=C1)F)F (rac 4-{[(2R,3S,4R,5S)-3-(3-Chloro-2-fluoro-phenyl)-4-(4-chloro-2-fluoro-phenyl)-4-cyano-5-(2,2-dimethyl-propyl)-pyrrolidine-2-carbonyl]-amino}-2-fluoro-benzoic acid). RXN SMILES: C([O:5][C:6](=[O:45])[C:7]1[CH:12]=[CH:11][C:10]([NH:13][C:14]([C@H:16]2[C@H:20]([C:21]3[CH:26]=[CH:25][CH:24]=[C:23]([Cl:27])[C:22]=3[F:28])[C@:19]([C:31]3[CH:36]=[CH:35][C:34]([Cl:37])=[CH:33][C:32]=3[F:38])([C:29]#[N:30])[C@H:18]([CH2:39][C:40]([CH3:43])([CH3:42])[CH3:41])[NH:17]2)=[O:15])=[CH:9][C:8]=1[F:44])(C)(C)C>C(O)(C(F)(F)F)=O.C(Cl)Cl>[Cl:27][C:23]1[C:22]([F:28])=[C:21]([C@@H:20]2[C@:19]([C:31]3[CH:36]=[CH:35][C:34]([Cl:37])=[CH:33][C:32]=3[F:38])([C:29]#[N:30])[C@H:18]([CH2:39][C:40]([CH3:43])([CH3:42])[CH3:41])[NH:17][C@H:16]2[C:14]([NH:13][C:10]2[CH:11]=[CH:12][C:7]([C:6]([OH:45])=[O:5])=[C:8]([F:44])[CH:9]=2)=[O:15])[CH:26]=[CH:25][CH:24]=1 |f:1.2|. Procedure: rac 4-{[(2R,3S,4R,5S)-3-(3-Chloro-2-fluoro-phenyl)-4-(4-chloro-2-fluoro-phenyl)-4-cyano-5-(2,2-dimethyl-propyl)-pyrrolidine-2-carbonyl]-amino}-2-fluoro-benzoic acid tert-butyl ester (35 mg, 0.053 mmol) was treated with 50% TFA/methylene chloride (10 mL) overnight. Removal of solvent and treating the residue with acetonitrile and water gave a white solid after filtration and dying. 29 mg. Reactants: [N+](=O)([O-])[O-].[Bi+3].[N+](=O)([O-])[O-].[N+](=O)([O-])[O-] (bismuth nitrate), [Bi] (bismuth). Solvent: O (water). Product: N (ammonia), [N+](=O)([O-])[O-].[Bi+3].[N+](=O)([O-])[O-].[N+](=O)([O-])[O-] (bismuth nitrate). Reaction SMILES: [N+:1]([O-:4])([O-:3])=[O:2].[Bi+3:5].[N+:6]([O-:9])([O-:8])=[O:7].[N+:10]([O-:13])([O-:12])=[O:11].[Bi]>O>[NH3:1].[N+:6]([O-:9])([O-:8])=[O:7].[Bi+3:5].[N+:10]([O-:13])([O-:12])=[O:11].[N+:1]([O-:4])([O-:3])=[O:2] |f:0.1.2.3,7.8.9.10|. Procedure: The procedure of Example 1 was repeated except that the bismuth nitrate aqueous solution used in Example 1 was replaced by a bismuth compound precipitate, which had been obtained by adding water and a diluted aqueous ammonia to a bismuth nitrate aqueous solution, to thereby give a catalyst of the same composition. The reactants are Clc1ccc2ccc(CBr)nc2c1, COC(=O)c1ccc(Cc2c[nH]c3ccc([N+](=O)[O-])cc23)c(OC)c1, [H-], [Na+], CN(C)C=O. Yields the product COC(=O)c1ccc(Cc2cn(Cc3ccc4ccc(Cl)cc4n3)c3ccc([N+](=O)[O-])cc23)c(OC)c1. Reaction SMILES: [Br:26][CH2:27][c:28]1[n:29][c:30]2[cH:31][c:32]([Cl:38])[cH:33][cH:34][c:35]2[cH:36][cH:37]1.[CH3:1][O:2][c:3]1[cH:4][c:5]([C:6](=[O:7])[O:8][CH3:9])[cH:10][cH:11][c:12]1[CH2:13][c:14]1[cH:15][nH:16][c:17]2[cH:18][cH:19][c:20]([N+:23](=[O:24])[O-:25])[cH:21][c:22]12.[H-:40].[Na+:39].[O:41]=[CH:42][N:43]([CH3:44])[CH3:45]>>[CH3:1][O:2][c:3]1[cH:4][c:5]([C:6](=[O:7])[O:8][CH3:9])[cH:10][cH:11][c:12]1[CH2:13][c:14]1[cH:15][n:16]([CH2:27][c:28]2[n:29][c:30]3[cH:31][c:32]([Cl:38])[cH:33][cH:34][c:35]3[cH:36][cH:37]2)[c:17]2[cH:18][cH:19][c:20]([N+:23](=[O:24])[O-:25])[cH:21][c:22]12. Reactants: C1CCOC1, COC(=O)C(CC(=O)N1CCC(n2c(=O)[nH]c3c4ccccc4ncc32)CC1)Cc1cc(Cl)c(N)c(C(F)(F)F)c1, O. The product is Nc1c(Cl)cc(CC(CC(=O)N2CCC(n3c(=O)[nH]c4c5ccccc5ncc43)CC2)C(=O)O)cc1C(F)(F)F. As a reaction SMILES: [CH2:43]1[O:44][CH2:45][CH2:46][CH2:47]1.[CH3:1][O:2][C:3]([CH:4]([CH2:5][C:6]([N:7]1[CH2:8][CH2:9][CH:10]([n:13]2[c:14](=[O:26])[nH:15][c:16]3[c:17]2[cH:18][n:19][c:20]2[cH:21][cH:22][cH:23][cH:24][c:25]32)[CH2:11][CH2:12]1)=[O:27])[CH2:28][c:29]1[cH:30][c:31]([Cl:40])[c:32]([NH2:39])[c:33]([C:35]([F:36])([F:37])[F:38])[cH:34]1)=[O:41].[OH2:42]>>[O:2]=[C:3]([CH:4]([CH2:5][C:6]([N:7]1[CH2:8][CH2:9][CH:10]([n:13]2[c:14](=[O:26])[nH:15][c:16]3[c:17]2[cH:18][n:19][c:20]2[cH:21][cH:22][cH:23][cH:24][c:25]32)[CH2:11][CH2:12]1)=[O:27])[CH2:28][c:29]1[cH:30][c:31]([Cl:40])[c:32]([NH2:39])[c:33]([C:35]([F:36])([F:37])[F:38])[cH:34]1)[OH:41]. Starting materials: CN1N=CC(=C1)NC(=C(C(=O)OC)C(=O)OC)CC (dimethyl [(1-methylpyrazol-4-yl)amino]butenedicarboxylate), C[N+](=CCl)C.[Cl-] (Vilsmeier reagent), CN(C=O)C (Dimethylformamide), P(=O)(Cl)(Cl)Cl (Phosphorous oxychloride). The solvent is ClC(C)Cl (dichloroethane), ClC(C)Cl (dichloroethane). Conditions: temperature -5 celsius. Yields the product CN1N=CC2=NC(=C(C=C21)C(=O)OC)C(=O)OC (Dimethyl 1-methylpyrazolo[4,3-b]pyridine-5,6-dicarboxylate). Isolated yield 71.4%. As a reaction SMILES: CN(C)[CH:3]=[O:4].P(Cl)(Cl)(Cl)=[O:7].[CH3:11][N:12]1[CH:16]=[C:15]([NH:17][C:18]([CH2:28]C)=[C:19]([C:24](OC)=O)[C:20]([O:22][CH3:23])=[O:21])[CH:14]=[N:13]1.C[N+](C)=CCl.[Cl-]>ClC(Cl)C>[CH3:11][N:12]1[C:16]2[C:15](=[N:17][C:18]([C:28]([O:4][CH3:3])=[O:7])=[C:19]([C:20]([O:22][CH3:23])=[O:21])[CH:24]=2)[CH:14]=[N:13]1 |f:3.4|. Procedure details: Dimethylformamide (7.4 mL, 0.096 mol) is dissolved in 125 mL dichloroethane and the mixture cooled to -5° C. in an acetone/ice bath. Phosphorous oxychloride (8.9 mL, 0.095 mol) is added in one portion and the clear colorless solution is allowed to warm slowly to room temperature, gradually turning yellow. The unpurified dimethyl [(1-methylpyrazol-4-yl)amino]butenedicarboxylate is dissolved in 75 mL of dichloroethane and added to the chilled Vilsmeier reagent dropwise keeping the reaction tempera... Reactants: CN(CC#CC1=CC=C(C=C1)[N+](=O)[O-])C (4-(3-dimethylaminoprop-1-ynyl)-nitrobenzene), [Sn](Cl)Cl (tin dichloride). Product: CN(CC#CC1=CC=C(N)C=C1)C (4-(3-dimethylaminoprop-1-ynyl)-aniline). Procedure: The reaction of 4-(3-dimethylaminoprop-1-ynyl)-nitrobenzene with tin dichloride analogously to Example 269 yields the following three products: As a reaction SMILES: [CH3:1][N:2]([CH3:15])[CH2:3][C:4]#[C:5][C:6]1[CH:11]=[CH:10][C:9]([N+:12]([O-])=O)=[CH:8][CH:7]=1.[Sn](Cl)Cl>>[CH3:15][N:2]([CH3:1])[CH2:3][C:4]#[C:5][C:6]1[CH:7]=[CH:8][C:9]([NH2:12])=[CH:10][CH:11]=1. Reactants: C(#N)C1(CC1)NC(=O)[C@H]1[C@@H](C[C@@H](C1)S(=O)(=O)C1=C(C=C(C=C1)Br)C(F)(F)F)C(=O)N1CC(C1)(F)F ((1R,2R,4R)-4-(4-Bromo-2-trifluoromethyl-benzenesulfonyl)-2-(3,3-difluoro-azetidine-1-carbonyl)-cyclopentanecarboxylic acid (1-cyano-cyclopropyl)-amide), ClC1=NC=CC(=C1)B(O)O (2-chloropyridine-4-boronic acid). The product is C(#N)C1(CC1)NC(=O)[C@H]1[C@@H](C[C@@H](C1)S(=O)(=O)C1=C(C=C(C=C1)C1=CC(=NC=C1)Cl)C(F)(F)F)C(=O)N1CC(C1)(F)F ((1R,2R,4R)-4-[4-(2-Chloro-pyridin-4-yl)-2-trifluoromethyl-benzenesulfonyl]-2-(3,3-difluoro-azetidine-1-carbonyl)-cyclopentanecarboxylic acid (1-cyano-cyclopropyl)-amide). Reaction SMILES: [C:1]([C:3]1([NH:6][C:7]([C@@H:9]2[CH2:13][C@@H:12]([S:14]([C:17]3[CH:22]=[CH:21][C:20](Br)=[CH:19][C:18]=3[C:24]([F:27])([F:26])[F:25])(=[O:16])=[O:15])[CH2:11][C@H:10]2[C:28]([N:30]2[CH2:33][C:32]([F:35])([F:34])[CH2:31]2)=[O:29])=[O:8])[CH2:5][CH2:4]1)#[N:2].[Cl:36][C:37]1[CH:42]=[C:41](B(O)O)[CH:40]=[CH:39][N:38]=1>>[C:1]([C:3]1([NH:6][C:7]([C@@H:9]2[CH2:13][C@@H:12]([S:14]([C:17]3[CH:22]=[CH:21][C:20]([C:41]4[CH:40]=[CH:39][N:38]=[C:37]([Cl:36])[CH:42]=4)=[CH:19][C:18]=3[C:24]([F:27])([F:26])[F:25])(=[O:16])=[O:15])[CH2:11][C@H:10]2[C:28]([N:30]2[CH2:33][C:32]([F:35])([F:34])[CH2:31]2)=[O:29])=[O:8])[CH2:5][CH2:4]1)#[N:2]. Procedure: The title compound was prepared in analogy to Example 120 using (1R,2R,4R)-4-(4-Bromo-2-trifluoromethyl-benzenesulfonyl)-2-(3,3-difluoro-azetidine-1-carbonyl)-cyclopentanecarboxylic acid (1-cyano-cyclopropyl)-amide (Example 117) and 2-chloropyridine-4-boronic acid. Light brown solid. MS (EI): 617.1 (M+H)+. Reactants: CCc1ccc(-c2ccc(-c3ccc[se]3)c(F)c2F)cc1, [Li]CCCC, CI, CCOCC, [Cl-], N, [NH4+]. The product is CCc1ccc(-c2ccc(-c3ccc(C)[se]3)c(F)c2F)cc1. RXN SMILES: [CH2:6]([CH3:7])[c:8]1[cH:9][cH:10][c:11](-[c:14]2[c:15]([F:26])[c:16]([F:25])[c:17](-[c:20]3[se:21][cH:22][cH:23][cH:24]3)[cH:18][cH:19]2)[cH:12][cH:13]1.[CH3:1][CH2:2][CH2:3][CH2:4][Li:5].[CH3:27][I:28].[CH3:32][CH2:33][O:34][CH2:35][CH3:36].[Cl-:29].[NH3:31].[NH4+:30]>>[CH3:1][c:22]1[se:21][c:20](-[c:17]2[c:16]([F:25])[c:15]([F:26])[c:14](-[c:11]3[cH:10][cH:9][c:8]([CH2:6][CH3:7])[cH:13][cH:12]3)[cH:19][cH:18]2)[cH:24][cH:23]1.